From a dataset of the Open Reaction Database (ORD), a public repository of structured organic reaction records. describe an organic reaction: reactants, conditions, products, and yield Product: OC1CC2CCC1CN2. RXN SMILES: [Al+3:12].[CH2:17]1[O:18][CH2:19][CH2:20][CH2:21]1.[H-:11].[H-:14].[H-:15].[H-:16].[Li+:13].[OH:1][CH:2]1[CH:3]2[C:4](=[O:10])[NH:5][CH:6]([CH2:7]1)[CH2:8][CH2:9]2>>[OH:1][CH:2]1[CH:3]2[CH2:4][NH:5][CH:6]([CH2:7]1)[CH2:8][CH2:9]2. Reactants: [Al+3], C1CCOC1, [H-], [H-], [H-], [H-], [Li+], O=C1NC2CCC1C(O)C2.